This data is from the Open Reaction Database (ORD), a public repository of structured organic reaction records. The task is: describe an organic reaction: reactants, conditions, products, and yield Reactants: [N+](=O)([O-])C1=CC=C(COC(=O)O[C@H](CC(=O)OC(C)(C)C)C)C=C1 (tert-butyl (S)-3-(4-nitrobenzyloxycarbonyloxy)-butyrate). Solvent: FC(C(=O)O)(F)F (trifluoroacetic acid). Yields the product [N+](=O)([O-])C1=CC=C(COC(=O)O[C@H](CC(=O)O)C)C=C1 ((S)-3-(4-nitrobenzyloxycarbonyloxy)-butyric acid). The yield is 77.1%. Reaction SMILES: [N+:1]([C:4]1[CH:24]=[CH:23][C:7]([CH2:8][O:9][C:10]([O:12][C@@H:13]([CH3:22])[CH2:14][C:15]([O:17]C(C)(C)C)=[O:16])=[O:11])=[CH:6][CH:5]=1)([O-:3])=[O:2]>FC(F)(F)C(O)=O>[N+:1]([C:4]1[CH:24]=[CH:23][C:7]([CH2:8][O:9][C:10]([O:12][C@@H:13]([CH3:22])[CH2:14][C:15]([OH:17])=[O:16])=[O:11])=[CH:6][CH:5]=1)([O-:3])=[O:2]. Procedure: A solution of 5.10 g of tert-butyl (S)-3-(4-nitrobenzyloxycarbonyloxy)-butyrate in 20 ml of trifluoroacetic acid was stirred at 0° C. for 90 minutes. The solvent was evaporated in vacuo, and the residue was crystallized from methylene chloride/hexane to yield 3.28 g of (S)-3-(4-nitrobenzyloxycarbonyloxy)-butyric acid as white crystals of m.p. 78°-81° C. Starting materials: Cn1nc(C#N)c(Br)c1CCN1C(=O)c2ccccc2C1=O, CCO, NN, O. Yields the product Cn1nc(C#N)c(Br)c1CCN. As a reaction SMILES: [Br:4][c:5]1[c:6]([C:24]#[N:25])[n:7][n:8]([CH3:23])[c:9]1[CH2:10][CH2:11][N:12]1[C:13](=[O:14])[c:15]2[c:16]([cH:17][cH:18][cH:19][cH:20]2)[C:21]1=[O:22].[CH3:26][CH2:27][OH:28].[NH2:2][NH2:3].[OH2:1]>>[Br:4][c:5]1[c:6]([C:24]#[N:25])[n:7][n:8]([CH3:23])[c:9]1[CH2:10][CH2:11][NH2:12]. Starting materials: O=C1CCC(=O)N1Br, O=C(OOC(=O)c1ccccc1)c1ccccc1, ClC(Cl)(Cl)Cl, Cc1ccc2sc(C)nc2c1. Product: Cc1nc2cc(CBr)ccc2s1. As a reaction SMILES: [Br:12][N:13]1[C:14](=[O:15])[CH2:16][CH2:17][C:18]1=[O:19].[C:20]([O:21][O:22][C:23](=[O:24])[c:25]1[cH:26][cH:27][cH:28][cH:29][cH:30]1)(=[O:31])[c:32]1[cH:33][cH:34][cH:35][cH:36][cH:37]1.[C:38]([Cl:39])([Cl:40])([Cl:41])[Cl:42].[CH3:1][c:2]1[s:3][c:4]2[c:5]([n:6]1)[cH:7][c:8]([CH3:11])[cH:9][cH:10]2>>[CH3:1][c:2]1[s:3][c:4]2[c:5]([n:6]1)[cH:7][c:8]([CH2:11][Br:12])[cH:9][cH:10]2. Starting materials: COC1=CC=C2C(CC(C2=C1)=O)(C)C (6-methoxy-3.3-dimethyl-1-indanone), O (water), CC(C=C)O (3-buten-2-ol), C1(=CC=C(C=C1)S(=O)(=O)O)C (p-toluenesulfonic acid). Solvent: COC(C)(C)OC (2,2-dimethoxy-propane). Yields the product C(C=CC)C1C(C2=CC(=CC=C2C1(C)C)OC)=O ((RS)-2-(2-buten-1-yl)-6-methoxy-3,3-dimethyl-1-indanone). Yield: 38.0%. As a reaction SMILES: [CH3:1][O:2][C:3]1[CH:11]=[C:10]2[C:6]([C:7]([CH3:14])([CH3:13])[CH2:8][C:9]2=[O:12])=[CH:5][CH:4]=1.[CH3:15][CH:16](O)[CH:17]=[CH2:18].C1(C)C=CC(S(O)(=O)=O)=CC=1.O>COC(OC)(C)C>[CH2:15]([CH:8]1[C:7]([CH3:14])([CH3:13])[C:6]2[C:10](=[CH:11][C:3]([O:2][CH3:1])=[CH:4][CH:5]=2)[C:9]1=[O:12])[CH:16]=[CH:17][CH3:18]. Procedure: A solution of 12.1 g of 6-methoxy-3.3-dimethyl-1-indanone, 11.1 ml of 3-buten-2-ol and 110 mg of p-toluenesulfonic acid in 110 ml of 2,2-dimethoxy-propane was boiled under reflux for 67 hours on a water separator filled with molecular sieve (0.4 nm, 2 mm pearl shaped). The reaction mixture was subsequently concentrated in a vacuum and purified by column chromatography on silica gel (hexane/diethyl ether 4:1). In addition to 4.64 g of educt, there were obtained 5.86 g (38%) of (RS)-2-(2-buten-1-y... Reactants: COC(OC)=O (dimethylcarbonate), COC1=C(C=CC(=C1C(=O)O)Cl)Cl (MDBA), ketone, CC(=O)C1=CC=C(C=C1)Cl (4-chloracetophenone). The reagents and catalysts are C[O-].[Na+] (sodium methoxide). Yields the product ClC1=CC=C(C(=O)CC(=O)OC)C=C1 (methyl 4-chlorobenzoylacetate). As a reaction SMILES: COC1C(C(O)=O)=C(Cl)C=CC=1Cl.[CH3:14][C:15]([C:17]1[CH:22]=[CH:21][C:20]([Cl:23])=[CH:19][CH:18]=1)=[O:16].[CH3:24][O:25][C:26](=O)[O:27]C>C[O-].[Na+]>[Cl:23][C:20]1[CH:21]=[CH:22][C:17]([C:15]([CH2:14][C:26]([O:25][CH3:24])=[O:27])=[O:16])=[CH:18][CH:19]=1 |f:3.4|. Procedure details: Alternatively, MDBA may be prepared by the carbomethoxylation of a ketone. For example, 4-chloracetophenone reacts with excess dimethylcarbonate using sodium methoxide as a catalyst to produce methyl 4-chlorobenzoylacetate as described in U.S. Pat. No. 3,950,381. NMR data was consistent with the structure. The reactants are COC1=C2C=CC(=CC2=CC(=C1OC)OC)C(=O)O (5,6,7-trimethoxynaphthalene-2-carboxylic acid), resultant mixture, [H-].[Al+3].[Li+].[H-].[H-].[H-] (Lithium aluminum hydride), CCOCC (Ether), O.O.O.O.O.O.O.O.O.O.S(=O)(=O)([O-])[O-].[Na+].[Na+] (sodium sulfate decahydrate). The solvent is C1CCOC1 (THF), C1CCOC1 (THF). Run at time 4 hour. Product: OCC1=CC2=CC(=C(C(=C2C=C1)OC)OC)OC (2-hydroxymethyl-5,6,7-trimethoxynaphthalene). Reaction SMILES: [H-].[Al+3].[Li+].[H-].[H-].[H-].[CH3:7][O:8][C:9]1[C:18]([O:19][CH3:20])=[C:17]([O:21][CH3:22])[CH:16]=[C:15]2[C:10]=1[CH:11]=[CH:12][C:13]([C:23](O)=[O:24])=[CH:14]2.CCOCC.O.O.O.O.O.O.O.O.O.O.S([O-])([O-])(=O)=O.[Na+].[Na+]>C1COCC1>[OH:24][CH2:23][C:13]1[CH:12]=[CH:11][C:10]2[C:15](=[CH:16][C:17]([O:21][CH3:22])=[C:18]([O:19][CH3:20])[C:9]=2[O:8][CH3:7])[CH:14]=1 |f:0.1.2.3.4.5,8.9.10.11.12.13.14.15.16.17.18.19.20|. Procedure details: Lithium aluminum hydride (579 mg) was added to dry THF (40 mL) under an argon atmosphere and ice cooling, a solution of 5,6,7-trimethoxynaphthalene-2-carboxylic acid (4.0 g) in dry THF (40 mL) was then added dropwise thereto, and the mixture was stirred at room temperature for 4 hours. Ether (150 mL) was added to the reaction mixture, sodium sulfate decahydrate was added thereto, and the resultant mixture was stirred for 15 minutes. The reaction mixture was filtered, the filtrate was concentrate... Reactants: C(=O)(O)[O-].[Na+] (NaHCO3), NO.Cl (NH2OH HCl), ClC1=C(C(=O)N[C@@H](CC2=CC=C(C=C2)C2=C(C=CC=C2OC)OC)C(=O)Cl)C(=CC=C1)Cl (N-(2,6-dichlorobenzoyl)-4-(2,6-dimethoxyphenyl)-L-phenylalanyl chloride). Solvent: C1CCOC1.O (THF water), C1CCOC1 (THF). Run at time 0.5 hour. Product: ONC([C@@H](NC(C1=C(C=CC=C1Cl)Cl)=O)CC1=CC=C(C=C1)C1=C(C=CC=C1OC)OC)=O (N-(2,6-dichlorobenzoyl)-4-(2,6-dimethoxyphenyl)-L-phenylalanine N-hydroxyamide). Isolated yield 27.2%. Reaction SMILES: C([O-])(O)=O.[Na+].[NH2:6][OH:7].Cl.[Cl:9][C:10]1[CH:39]=[CH:38][CH:37]=[C:36]([Cl:40])[C:11]=1[C:12]([NH:14][C@H:15]([C:33](Cl)=[O:34])[CH2:16][C:17]1[CH:22]=[CH:21][C:20]([C:23]2[C:28]([O:29][CH3:30])=[CH:27][CH:26]=[CH:25][C:24]=2[O:31][CH3:32])=[CH:19][CH:18]=1)=[O:13]>C1COCC1.O.C1COCC1>[OH:7][NH:6][C:33](=[O:34])[C@H:15]([CH2:16][C:17]1[CH:22]=[CH:21][C:20]([C:23]2[C:28]([O:29][CH3:30])=[CH:27][CH:26]=[CH:25][C:24]=2[O:31][CH3:32])=[CH:19][CH:18]=1)[NH:14][C:12](=[O:13])[C:11]1[C:10]([Cl:9])=[CH:39][CH:38]=[CH:37][C:36]=1[Cl:40] |f:0.1,2.3,5.6|. Procedure details: NaHCO3 (0.21 g) was added to a solution of NH2OH HCl (0.14 g) in THF/water (5 mL each) at 0° C. and the mixture was stirred for ½ h. A solution of N-(2,6-dichlorobenzoyl)-4-(2,6-dimethoxyphenyl)-L-phenylalanyl chloride (0.1 g) in THF (5 mL) was added to the mixture at 0° C. and the mixture was stirred overnight at room temperature. The mixture was partitioned between EtOAc and water. The EtOAc layer was washed successively with 1 N HCl and brine, dried and evaporated. The residue was purified by... Starting materials: [C@@H]12N(C[C@@H](NC1)C2)C(=O)OC(C)(C)C (tert-Butyl (1S,4S)-2,5-diazabicyclo[2.2.1]heptane-2-carboxylate), C(C1=CC=CC=C1)OC=1C=NC=C(C1)Br (3-(benzyloxy)-5-bromopyridine). Product: C(C1=CC=CC=C1)OC=1C=C(C=NC1)N1[C@@H]2CN([C@H](C1)C2)C(=O)OC(C)(C)C (tert-butyl (1S,4S)-5-[5-(benzyloxy)-3-pyridinyl]-2,5-diazabicyclo[2.2.1]heptane-2-carboxylate). RXN SMILES: [C@H:1]12[CH2:7][C@H:4]([NH:5][CH2:6]1)[CH2:3][N:2]2[C:8]([O:10][C:11]([CH3:14])([CH3:13])[CH3:12])=[O:9].[CH2:15]([O:22][C:23]1[CH:24]=[N:25][CH:26]=[C:27](Br)[CH:28]=1)[C:16]1[CH:21]=[CH:20][CH:19]=[CH:18][CH:17]=1>>[CH2:15]([O:22][C:23]1[CH:28]=[C:27]([N:5]2[CH2:6][C@@H:1]3[CH2:7][C@H:4]2[CH2:3][N:2]3[C:8]([O:10][C:11]([CH3:14])([CH3:13])[CH3:12])=[O:9])[CH:26]=[N:25][CH:24]=1)[C:16]1[CH:17]=[CH:18][CH:19]=[CH:20][CH:21]=1. Procedure details: tert-Butyl (1S,4S)-2,5-diazabicyclo[2.2.1]heptane-2-carboxylate, prepared as described in (J. Med. Chem., (1988) 31, 1598-1611) and 3-(benzyloxy)-5-bromopyridine, prepared as described in (U.S. Pat. No. 5,733,912) were coupled according to the procedure described in Example 1A to provide the title compound. MS (DCI/NH3) m/z 382 (M+H)+. Starting materials: CCCCCCCCOc1ccc(-c2ncc(OCc3ccccc3)c(O)n2)cc1, O=P(Cl)(Cl)Cl. The product is CCCCCCCCOc1ccc(-c2ncc(OCc3ccccc3)c(Cl)n2)cc1. As a reaction SMILES: [CH2:1]([CH2:2][CH2:3][CH2:4][CH2:5][CH2:6][CH2:7][CH3:8])[O:9][c:10]1[cH:11][cH:12][c:13](-[c:16]2[n:17][cH:18][c:19]([O:23][CH2:24][c:25]3[cH:26][cH:27][cH:28][cH:29][cH:30]3)[c:20]([OH:22])[n:21]2)[cH:14][cH:15]1.[P:31]([Cl:32])([Cl:33])([Cl:34])=[O:35]>>[CH2:1]([CH2:2][CH2:3][CH2:4][CH2:5][CH2:6][CH2:7][CH3:8])[O:9][c:10]1[cH:11][cH:12][c:13](-[c:16]2[n:17][cH:18][c:19]([O:23][CH2:24][c:25]3[cH:26][cH:27][cH:28][cH:29][cH:30]3)[c:20]([Cl:33])[n:21]2)[cH:14][cH:15]1.